From a dataset of the Open Reaction Database (ORD), a public repository of structured organic reaction records. describe an organic reaction: reactants, conditions, products, and yield Procedure details: Methyl 3-[4-[(2,4-difluorobenzyl)oxy]-2-(methylthio)-6-oxopyrimidin-1(6H)-yl]-4-methylbenzoate (87 g, 0.20 mol) was dissolved in N,N-dimethylacetamide (870 mL) and heated to 80° C. Raney Ni was added and slight exotherm and off-gasing were observed. Reaction was complete. Heat and stirring were turned off. Since product had begun to precipitate from the cooled reaction mixture, heat was turned back on to 70° C. and stirring resumed. After redissolving the precipitate, the reaction mixture was al... As a reaction SMILES: [F:1][C:2]1[CH:29]=[C:28]([F:30])[CH:27]=[CH:26][C:3]=1[CH2:4][O:5][C:6]1[N:7]=[C:8](SC)[N:9]([C:13]2[CH:14]=[C:15]([CH:20]=[CH:21][C:22]=2[CH3:23])[C:16]([O:18][CH3:19])=[O:17])[C:10](=[O:12])[CH:11]=1>CN(C)C(=O)C.[Ni]>[F:1][C:2]1[CH:29]=[C:28]([F:30])[CH:27]=[CH:26][C:3]=1[CH2:4][O:5][C:6]1[N:7]=[CH:8][N:9]([C:13]2[CH:14]=[C:15]([CH:20]=[CH:21][C:22]=2[CH3:23])[C:16]([O:18][CH3:19])=[O:17])[C:10](=[O:12])[CH:11]=1. Reaction conditions: temperature 80 celsius. The yield is 81.5%. Run in CN(C(C)=O)C (N,N-dimethylacetamide). The reactants are FC1=C(COC=2N=C(N(C(C2)=O)C=2C=C(C(=O)OC)C=CC2C)SC)C=CC(=C1)F (Methyl 3-[4-[(2,4-difluorobenzyl)oxy]-2-(methylthio)-6-oxopyrimidin-1(6H)-yl]-4-methylbenzoate). Yields the product FC1=C(COC=2N=CN(C(C2)=O)C=2C=C(C(=O)OC)C=CC2C)C=CC(=C1)F (methyl 3-[4-[(2,4-difluorobenzyl)oxy]-6-oxopyrimidin-1(6H)-yl]-4-methylbenzoate). The reagents and catalysts are [Ni] (Ni). The reactants are BrC1=CC(=NC=C1)NN (4-bromo-2-hydrazinylpyridine), C(C)(=O)O (acetic acid). Run at temperature 125 celsius. Product: BrC1=CC=2N(C=C1)C(=NN2)C (7-bromo-3-methyl-[1,2,4]triazolo[4,3-a]pyridine). As a reaction SMILES: [Br:1][C:2]1[CH:7]=[CH:6][N:5]=[C:4]([NH:8][NH2:9])[CH:3]=1.[C:10](O)(=O)[CH3:11]>>[Br:1][C:2]1[CH:7]=[CH:6][N:5]2[C:10]([CH3:11])=[N:9][N:8]=[C:4]2[CH:3]=1. Procedure: To a vial flushed with argon was added 4-bromo-2-hydrazinylpyridine (1.88 g, 10 mmol) and acetic acid (2.5 mL). The mixture was refluxed at 125° C. under argon for 16 hours. After cooling to room temperature, acetic acid was distilled off, and to the residue was added saturated NaHCO3 (150 mL) and DCM (150 mL). The aqueous layer was extracted with DCM, the organic extracts were combined, dried over MgSO4, and concentrated to give the product. 1H NMR (400 MHz, CDCl3) δ 7.95-7.90 (m, 1H), 7.73 (d,... The reactants are compound 63a, C(C1=CC=CC=C1)OC1=CC=C(CCl)C=C1 (4-benzyloxybenzyl chloride), CC(C)(C)N=P(N1CCCC1)(N2CCCC2)N3CCCC3 (BTPP). Run in O1CCCC1 (tetrahydrofuran). Yields the product C(C1=CC=CC=C1)OCC1=CC=CC=C1 (benzyl ether). RXN SMILES: [CH2:1]([O:8][C:9]1[CH:16]=[CH:15][C:12](CCl)=[CH:11][CH:10]=1)[C:2]1[CH:7]=[CH:6][CH:5]=[CH:4][CH:3]=1.[CH3:17]C(N=P(N1CCCC1)(N1CCCC1)N1CCCC1)(C)C>O1CCCC1>[CH2:9]([O:8][CH2:1][C:2]1[CH:3]=[CH:4][CH:5]=[CH:6][CH:7]=1)[C:16]1[CH:15]=[CH:12][CH:11]=[CH:10][CH:17]=1. Procedure details: The general coupling method used for compound 63a was applied using 4-benzyloxybenzyl chloride and BTPP in tetrahydrofuran to give the product benzyl ether. The benzyl ether (600 mg, 1.05 mmol) and 10% palladium hydroxide on carbon (160 mg) in 2:1 methanol/tetrahydrofuran (50 mL / 25 mL) was agitated under hydrogen at 55 psi for 48 hours. The reaction mixture was filtered through a pad of Celite and then subjected to column chromatography (2:1 EtOAc/CH2Cl2) to give compound 64 as a white solid (... Reactants: [Br-].[K+] (potassium bromide), C([O-])(O)=O.[Na+] (sodium bicarbonate), [OH-].[Na+] (sodium hydroxide), C(C)(C)(C)OC(N[C@H]1[C@@H](OCCC1)C=O)=O ([(2R,3R)-2-formyl-tetrahydro-pyran-3-yl]-carbamic acid tert-butyl ester), Cl[O-].[Na+] (sodium hypochlorite), Cl (hydrogen chloride). The reagents and catalysts are [Br-].C[N+](C)(C)C (tetramethyl-ammonium bromide). Solvent: O (water), C(Cl)Cl (methylene chloride). Run at temperature 0 celsius, time 5 minute. Product: C(C)(C)(C)OC(=O)N[C@H]1[C@@H](OCCC1)C(=O)O ((2R,3R)-3-tert-Butoxycarbonylamino-tetrahydro-pyran-2-carboxylic acid). Isolated yield 89.5%. As a reaction SMILES: [C:1]([O:5][C:6](=[O:16])[NH:7][C@@H:8]1[CH2:13][CH2:12][CH2:11][O:10][C@H:9]1[CH:14]=[O:15])([CH3:4])([CH3:3])[CH3:2].[Br-].[K+].Cl[O-].[Na+].C(=O)(O)[O-:23].[Na+].[OH-].[Na+].Cl>C(Cl)Cl.[Br-].C[N+](C)(C)C.O>[C:1]([O:5][C:6]([NH:7][C@@H:8]1[CH2:13][CH2:12][CH2:11][O:10][C@H:9]1[C:14]([OH:23])=[O:15])=[O:16])([CH3:4])([CH3:2])[CH3:3] |f:1.2,3.4,5.6,7.8,11.12|. Procedure details: To a stirring solution of [(2R,3R)-2-formyl-tetrahydro-pyran-3-yl]-carbamic acid tert-butyl ester (57.7 mg, 0.251 mmol)in methylene chloride (2 mL) was added tetramethyl-ammonium bromide (4.1 mg, 0.012 mmol) and 2,2,6,6-tetramethyl-1-piperidinyloxy, free radical (1 mg, 0.003 mmol), followed by a solution of potassium bromide (3 mg, 0.03 mmol) in water (1 mL). Upon cooling the mixture to 0° C., aqueous sodium hypochlorite (3.6 mL, 0.35 M) made pH 8.6 with sodium bicarbonate (50 mg/mL of 0.35 M Na... Procedure details: To a solution of 4,6-dichloropyrimidine (50 g, 0.34 mol, 1.0 equiv) in CH3CN (1.2 L), was added NaHCO3 (34 g, 0.40 mol, 1.2 equiv) and (R)-(−)-2-amino-1-phenyl-ethanol (48.3 g, 0.35 mol, 1.05 equiv) sequentially. The reaction mixture was stirred at reflux temperature under N2 for 3 hours then cooled to rt. HPLC analysis of the crude reaction mixture indicated that the reaction was complete, to afford the intermediate (1R)-2-[(6-chloropyrimidin-4-yl)amino]-1-phenylethanol. In the same flask, with... As a reaction SMILES: Cl[C:2]1[CH:7]=[C:6]([Cl:8])[N:5]=[CH:4][N:3]=1.C([O-])(O)=O.[Na+].[NH2:14][CH2:15][C@@H:16]([C:18]1[CH:23]=[CH:22][CH:21]=[CH:20][CH:19]=1)[OH:17]>CC#N>[Cl:8][C:6]1[N:5]=[CH:4][N:3]=[C:2]([NH:14][CH2:15][C@@H:16]([C:18]2[CH:23]=[CH:22][CH:21]=[CH:20][CH:19]=2)[OH:17])[CH:7]=1 |f:1.2|. Starting materials: ClC1=NC=NC(=C1)Cl (4,6-dichloropyrimidine), C(=O)(O)[O-].[Na+] (NaHCO3), NC[C@H](O)C1=CC=CC=C1 ((R)-(−)-2-amino-1-phenyl-ethanol). Yields the product ClC1=CC(=NC=N1)NC[C@H](O)C1=CC=CC=C1 ((1R)-2-[(6-chloropyrimidin-4-yl)amino]-1-phenylethanol). Solvent: CC#N (CH3CN).